This data is from the Open Reaction Database (ORD), a public repository of structured organic reaction records. The task is: describe an organic reaction: reactants, conditions, products, and yield Reactants: BrC(C(=O)O)C1=CC=CC=C1 (α-bromophenylacetic acid), ClC1=CC=C(C=C1)N (4-chloro-phenylamine). The solvent is C(C)#N (acetonitrile). Conditions: temperature 100 celsius. Product: ClC1=CC=C(C=C1)NC(C(=O)O)C1=CC=CC=C1 (2-(4-chlorophenylamino)-2-phenylacetic acid). Isolated yield 47.0%. As a reaction SMILES: Br[CH:2]([C:6]1[CH:11]=[CH:10][CH:9]=[CH:8][CH:7]=1)[C:3]([OH:5])=[O:4].[Cl:12][C:13]1[CH:18]=[CH:17][C:16]([NH2:19])=[CH:15][CH:14]=1>C(#N)C>[Cl:12][C:13]1[CH:18]=[CH:17][C:16]([NH:19][CH:2]([C:6]2[CH:11]=[CH:10][CH:9]=[CH:8][CH:7]=2)[C:3]([OH:5])=[O:4])=[CH:15][CH:14]=1. Procedure details: To a solution of α-bromophenylacetic acid (1.00 g, 4.65 mmol) in acetonitrile (20 ml), was added 4-chloro-phenylamine (1.18 g, 9.30 mmol), and the mixture was heated under microwave irradiation at 100° C. for 1 hour (UPLC-MS monitoring: complete conversion). The solvent was evaporated, and the residue was positioned between EtOAc and 1N HCl. The organic phase was dried over Na2SO4, filtered and evaporated to dryness to obtain intermediate I11 (0.57 g; 47% yield). Reactants: CCN=C=NCCCN(C)C, COc1cc2nccc(Oc3ccc(OCC(=O)O)cc3)c2cc1OC, COc1ccccc1N, ClC(Cl)Cl, Cl, [Na+], O, On1nnc2ccccc21, O=C([O-])O. The product is COc1ccccc1NC(=O)COc1ccc(Oc2ccnc3cc(OC)c(OC)cc23)cc1. Reaction SMILES: [CH2:28]([N:29]=[C:30]=[N:31][CH2:32][CH2:33][CH2:34][N:35]([CH3:36])[CH3:37])[CH3:38].[CH3:1][O:2][c:3]1[cH:4][c:5]2[c:6]([O:15][c:16]3[cH:17][cH:18][c:19]([O:20][CH2:21][C:22](=[O:23])[OH:24])[cH:25][cH:26]3)[cH:7][cH:8][n:9][c:10]2[cH:11][c:12]1[O:13][CH3:14].[CH3:50][O:51][c:52]1[c:53]([NH2:58])[cH:54][cH:55][cH:56][cH:57]1.[CH:64]([Cl:65])([Cl:66])[Cl:67].[ClH:27].[Na+:59].[OH2:39].[OH:40][n:41]1[c:42]2[cH:43][cH:44][cH:45][cH:46][c:47]2[n:48][n:49]1.[OH:60][C:61](=[O:62])[O-:63]>>[CH3:1][O:2][c:3]1[cH:4][c:5]2[c:6]([O:15][c:16]3[cH:17][cH:18][c:19]([O:20][CH2:21][C:22](=[O:24])[NH:58][c:53]4[c:52]([O:51][CH3:50])[cH:57][cH:56][cH:55][cH:54]4)[cH:25][cH:26]3)[cH:7][cH:8][n:9][c:10]2[cH:11][c:12]1[O:13][CH3:14]. Reactants: [Li]C(C)(C)C, CN1c2ccccc2Sc2c1cccc2C(C)(C)O[SiH2]C(C)(C)C, CN(C)CCN(C)C, CCOCC, O=CN1CCCCC1, Cl. Yields the product CN1c2cccc(CO)c2Sc2c1cccc2C(C)(C)O[SiH2]C(C)(C)C. RXN SMILES: [C:1]([Li:2])([CH3:3])([CH3:4])[CH3:5].[C:6]([CH3:7])([CH3:8])([CH3:9])[SiH2:10][O:11][C:12]([c:13]1[cH:14][cH:15][cH:16][c:17]2[c:26]1[S:25][c:24]1[c:19]([cH:20][cH:21][cH:22][cH:23]1)[N:18]2[CH3:27])([CH3:28])[CH3:29].[CH3:30][N:31]([CH2:32][CH2:33][N:34]([CH3:35])[CH3:36])[CH3:37].[CH3:47][CH2:48][O:49][CH2:50][CH3:51].[CH:38](=[O:39])[N:40]1[CH2:41][CH2:42][CH2:43][CH2:44][CH2:45]1.[ClH:46]>>[C:6]([CH3:7])([CH3:8])([CH3:9])[SiH2:10][O:11][C:12]([c:13]1[cH:14][cH:15][cH:16][c:17]2[c:26]1[S:25][c:24]1[c:19]([cH:20][cH:21][cH:22][c:23]1[CH2:38][OH:39])[N:18]2[CH3:27])([CH3:28])[CH3:29]. Starting materials: C(C)(=O)OCC (ethyl acetate), C(Cl)(Cl)Cl (Chloroform), COC(=O)C(C1=CC=C(C=C1)O)N1C(C(C1)NC(CC1=CC=CC=C1)=O)=O (1-(α-methoxycarbonyl-4-hydroxybenzyl)-3-(2-phenylacetamido)-2-azetidinone), C(Cl)(Cl)Cl (chloroform), BrBr (bromine). Solvent: O1CCOCC1 (dioxane). The product is COC(=O)C(C1=CC(=C(C=C1)O)Br)N1C(C(C1)NC(CC1=CC=CC=C1)=O)=O (1-(α-methoxycarbonyl-3-bromo-4-hydroxybenzyl)-3-(2-phenylacetamido)-2-azetidinone). Isolated yield 8.1%. Reaction SMILES: C(Cl)(Cl)Cl.[CH3:5][O:6][C:7]([CH:9]([N:17]1[CH2:20][CH:19]([NH:21][C:22](=[O:30])[CH2:23][C:24]2[CH:29]=[CH:28][CH:27]=[CH:26][CH:25]=2)[C:18]1=[O:31])[C:10]1[CH:15]=[CH:14][C:13]([OH:16])=[CH:12][CH:11]=1)=[O:8].[Br:32]Br.C(OCC)(=O)C>O1CCOCC1>[CH3:5][O:6][C:7]([CH:9]([N:17]1[CH2:20][CH:19]([NH:21][C:22](=[O:30])[CH2:23][C:24]2[CH:29]=[CH:28][CH:27]=[CH:26][CH:25]=2)[C:18]1=[O:31])[C:10]1[CH:11]=[CH:12][C:13]([OH:16])=[C:14]([Br:32])[CH:15]=1)=[O:8]. Procedure: Chloroform (1.5 ml.) was added to a solution of 1-(α-methoxycarbonyl-4-hydroxybenzyl)-3-(2-phenylacetamido)-2-azetidinone (184 mg.) dissolved in dioxane (2 ml.), and a chloroform (0.5 ml.) solution containing bromine (184 mg.) was added dropwise to said mixture in 5 minutes under ice-cooling. After addition of ethyl acetate (80 ml.) to said reaction mixture, the ethyl acetate layer was separated out, washed with water and dried over anhydrous magnesium sulfate. This solution was concentrated, an... Reactants: BrC=1N=C(C(=NC1CC)N[C@H]1[C@H](CC2=CC=CC=C12)O)CC ((1R,2S)-1-[(5-bromo-3,6-diethylpyrazin-2-yl)amino]-2,3-dihydro-1H-inden-2-ol), C(C)C=1C(=NC(=CN1)CC)NC1C(CCC2=C1C=CS2)C (3,6-diethyl-N-(5-methyl-4,5,6,7-tetrahydro-1-benzothien-4-yl)pyrazin-2-amine). The product is BrC=1N=C(C(=NC1CC)NC1C(CCC2=C1C=CS2)C)CC (5-bromo-3,6-diethyl-N-(5-methyl-4,5,6,7-tetrahydro-1-benzothien-4-yl)pyrazin-2-amine). Reaction SMILES: [Br:1][C:2]1[N:3]=[C:4]([CH2:21][CH3:22])[C:5]([NH:10][C@@H:11]2[C:19]3[C:14](=[CH:15][CH:16]=[CH:17][CH:18]=3)[CH2:13][C@@H:12]2O)=[N:6][C:7]=1[CH2:8][CH3:9].C(C1C(NC2C3C=C[S:42]C=3CCC2C)=NC(CC)=CN=1)C>>[Br:1][C:2]1[N:3]=[C:4]([CH2:21][CH3:22])[C:5]([NH:10][CH:11]2[C:19]3[CH:18]=[CH:17][S:42][C:14]=3[CH2:15][CH2:16][CH:12]2[CH3:13])=[N:6][C:7]=1[CH2:8][CH3:9]. Reported procedure: Following the procedure for the preparation of (1R,2S)-1-[(5-bromo-3,6-diethylpyrazin-2-yl)amino]-2,3-dihydro-1H-inden-2-ol but substituting 3,6-diethyl-N-(5-methyl-4,5,6,7-tetrahydro-1-benzothien-4-yl)pyrazin-2-amine and making non-critical variations provided the title compound as a oil: 1H NMR (400 MHz, CDCl3) δ) 7.08, 6.87, 6.80, 5.55, 5.08, 4.45, 4.40, 2.91-2.78, 2.58, 2.22, 2.05-1.98, 1.79, 1.28, 1.10, 1.00. The reactants are N[C@@H](CCC(N)=O)C(=O)O (Gln), N[C@@H](CCCNC(N)=N)C(=O)O (Arg), N[C@@H](CC(O)=O)C(=O)O (Asp), N[C@@H](CCCCN)C(=O)O (Lys). The product is N[C@@H](CC(N)=O)C(=O)O (Asn). RXN SMILES: [NH2:1][C@H](C(O)=O)CCC(=O)N.[NH2:11][C@H:12]([C:17]([OH:19])=[O:18])[CH2:13][C:14](=O)[OH:15].N[C@H](C(O)=O)CCCCN.N[C@H](C(O)=O)CCCNC(=N)N>>[NH2:11][C@H:12]([C:17]([OH:19])=[O:18])[CH2:13][C:14](=[O:15])[NH2:1]. Procedure: Gln -0.69; Asp -0.72; Lys -1.10; Arg -1.76.